From a dataset of the Open Reaction Database (ORD), a public repository of structured organic reaction records. describe an organic reaction: reactants, conditions, products, and yield Reactants: FC=1C=C(C=C(C1)F)C(C(=O)OC)O (methyl 3,5-difluorophenylhydroxyacetate), O.NN (hydrazine hydrate). Run in CC(C)O (2-propanol). The product is FC=1C=C(C=C(C1)F)C(C(=O)NN)O (3,5-Difluorophenylhydroxyacetohydrazide). As a reaction SMILES: [F:1][C:2]1[CH:3]=[C:4]([CH:9]([OH:14])[C:10](OC)=[O:11])[CH:5]=[C:6]([F:8])[CH:7]=1.O.[NH2:16][NH2:17]>CC(O)C>[F:1][C:2]1[CH:3]=[C:4]([CH:9]([OH:14])[C:10]([NH:16][NH2:17])=[O:11])[CH:5]=[C:6]([F:8])[CH:7]=1 |f:1.2|. Procedure details: 5.0 g of methyl 3,5-difluorophenylhydroxyacetate (C2) are dissolved in 45.0 ml of 2-propanol. 1.32 ml of hydrazine hydrate are then added dropwise, and the reaction mixture is kept under reflux for 18 hours. The solution is subsequently evaporated to dryness, and the resultant residue is purified by flash chromatography on silica gel (gradient for elution: ethyl acetate/0-20.0% by vol. of methanol), giving 3.70 g of the title compound as colourless solid having a melting point of 119.3° C. (MS: ... Reactants: FC(C(=O)O)(F)F (trifluoroacetic acid), [Si](C)(C)(C(C)(C)C)OCCN1C(C(C2=C(C3=C1N=CC=C3)C=CC=C2)=NO)=O (5-[2-(tert-butyl(dimethyl)silyl)oxyethyl]-7-hydroxyimino-pyrido[2,3-d][3]benzazepin-6-one). The reagents and catalysts are [Zn] (zinc). Run in ClCCl (dichloromethane), CO (methanol). Run at time 15 hour. Yields the product N[C@@H]1C(N(C2=C(C3=C1C=CC=C3)C=CC=N2)CCO)=O ((7S)-7-Amino-5-(2-hydroxyethyl)-7H-pyrido[2,3-d][3]benzazepin-6-one). Isolated yield 70.5%. Reaction SMILES: FC(F)(F)C(O)=O.[Si]([O:15][CH2:16][CH2:17][N:18]1[C:24]2[N:25]=[CH:26][CH:27]=[CH:28][C:23]=2[C:22]2[CH:29]=[CH:30][CH:31]=[CH:32][C:21]=2[C:20](=[N:33]O)[C:19]1=[O:35])(C(C)(C)C)(C)C>ClCCl.CO.[Zn]>[NH2:33][C@H:20]1[C:21]2[CH:32]=[CH:31][CH:30]=[CH:29][C:22]=2[C:23]2[CH:28]=[CH:27][CH:26]=[N:25][C:24]=2[N:18]([CH2:17][CH2:16][OH:15])[C:19]1=[O:35]. Procedure details: Add trifluoroacetic acid (124.0 mL, 1.64 mol) in several portions to a solution of 5-[2-(tert-butyl(dimethyl)silyl)oxyethyl]-7-hydroxyimino-pyrido[2,3-d][3]benzazepin-6-one (155.0 g, 389.9 mmol) in a mixture of dichloromethane (620 mL) and methanol (310 mL) in an ambient temperature water bath. Add zinc (76.5 g, 1.2 mol) in several portions so that internal temperature was maintained at 33-38° C. Stir for 15 hours at ambient temperature. Filter mixture through Celite®, wash with 10% methanol/dic... The reactants are Intermediate 20, CN(S(=O)(=O)C1=CC(=CC=C1)Br)C (N,N-dimethyl 3-bromobenzenesulfonamide), C(C)(C)(C)OC(COC1=C(C=C(C=C1)Cl)C#C)=O (tert-butyl(4-chloro-2-ethynylphenoxy)acetate), C(C)(C)(C)OC(COC1=C(C=C(C=C1)Cl)C#C)=O (tert-butyl(4-chloro-2-ethynylphenoxy)acetate). Yields the product C(C)(C)(C)OC(COC1=C(C=C(C=C1)Cl)C#CC1=CC(=CC=C1)S(=O)(=O)N(C)C)=O (tert-butyl[4-chloro-2-({3-[(dimethylamino)sulfonyl]phenyl}ethynyl)phenoxy]acetate). RXN SMILES: [C:1]([O:5][C:6](=[O:18])[CH2:7][O:8][C:9]1[CH:14]=[CH:13][C:12]([Cl:15])=[CH:11][C:10]=1[C:16]#[CH:17])([CH3:4])([CH3:3])[CH3:2].[CH3:19][N:20]([CH3:31])[S:21]([C:24]1[CH:29]=[CH:28][CH:27]=[C:26](Br)[CH:25]=1)(=[O:23])=[O:22]>>[C:1]([O:5][C:6](=[O:18])[CH2:7][O:8][C:9]1[CH:14]=[CH:13][C:12]([Cl:15])=[CH:11][C:10]=1[C:16]#[C:17][C:28]1[CH:27]=[CH:26][CH:25]=[C:24]([S:21]([N:20]([CH3:31])[CH3:19])(=[O:22])=[O:23])[CH:29]=1)([CH3:4])([CH3:3])[CH3:2]. Procedure: Following the general method as outlined in Intermediate 20, starting from (4-chloro-2-ethynyl-phenoxy)-acetic acid tert-butyl ester (Intermediate 3) and N,N-dimethyl 3-bromobenzenesulfonamide (Combiblocks), the title compound was obtained as a yellow oil after purification by flash column chromatography (silica), eluting with cyclohexane containing increasing amounts of EtOAc.